Dataset: the Open Reaction Database (ORD), a public repository of structured organic reaction records. Task: describe an organic reaction: reactants, conditions, products, and yield Reactants: Cl (hydrochloric acid), C1(=CC=CC=C1)C=1C(=CN(C1)CC1=CC=C(C=C1)OCC=1N=C(SC1)C=1SC=CC1)CCC(=O)OCC (ethyl 3-[4-phenyl-1-[4-[2-(2-thienyl)-4-thiazolylmethoxy]benzyl]-3-pyrrolyl]propionate), [OH-].[Na+] (sodium hydroxide), O1CCCC1 (tetrahydrofuran). Solvent: C(C)O (ethanol). Reaction conditions: time 8 hour. Yields the product C1(=CC=CC=C1)C=1C(=CN(C1)CC1=CC=C(C=C1)OCC=1N=C(SC1)C=1SC=CC1)CCC(=O)O (3-[4-phenyl-1-[4-[2-(2-thienyl)-4-thiazolylmethoxy]benzyl]-3-pyrrolyl]propionic acid). Isolated yield 76.4%. RXN SMILES: [C:1]1([C:7]2[C:8]([CH2:31][CH2:32][C:33]([O:35]CC)=[O:34])=[CH:9][N:10]([CH2:12][C:13]3[CH:18]=[CH:17][C:16]([O:19][CH2:20][C:21]4[N:22]=[C:23]([C:26]5[S:27][CH:28]=[CH:29][CH:30]=5)[S:24][CH:25]=4)=[CH:15][CH:14]=3)[CH:11]=2)[CH:6]=[CH:5][CH:4]=[CH:3][CH:2]=1.[OH-].[Na+].O1CCCC1.Cl>C(O)C>[C:1]1([C:7]2[C:8]([CH2:31][CH2:32][C:33]([OH:35])=[O:34])=[CH:9][N:10]([CH2:12][C:13]3[CH:14]=[CH:15][C:16]([O:19][CH2:20][C:21]4[N:22]=[C:23]([C:26]5[S:27][CH:28]=[CH:29][CH:30]=5)[S:24][CH:25]=4)=[CH:17][CH:18]=3)[CH:11]=2)[CH:6]=[CH:5][CH:4]=[CH:3][CH:2]=1 |f:1.2|. Procedure details: A mixture of ethyl 3-[4-phenyl-1-[4-[2-(2-thienyl)-4-thiazolylmethoxy]benzyl]-3-pyrrolyl]propionate (582 mg), 1N aqueous sodium hydroxide solution (2.5 ml), tetrahydrofuran (5 ml), and ethanol (5 ml) was stirred at room temperature overnight, and 1N hydrochloric acid (2.5 ml) was added to the mixture, which was extracted with ethyl acetate. The ethyl acetate layer was washed with saturated aqueous sodium chloride solution, dried (MgSO4), and concentrated. The colorless crystals obtained were col...